This data is from the Open Reaction Database (ORD), a public repository of structured organic reaction records. The task is: describe an organic reaction: reactants, conditions, products, and yield Starting materials: CC(=O)O, Cn1nc(-c2cc([N+](=O)[O-])c(F)cc2F)c(Cl)c1C(F)(F)F, [Fe]. The product is Cn1nc(-c2cc(N)c(F)cc2F)c(Cl)c1C(F)(F)F. As a reaction SMILES: [CH3:23][C:24](=[O:25])[OH:26].[Cl:1][c:2]1[c:3](-[c:12]2[c:13]([F:22])[cH:14][c:15]([F:21])[c:16]([N+:18]([O-:19])=[O:20])[cH:17]2)[n:4][n:5]([CH3:11])[c:6]1[C:7]([F:8])([F:9])[F:10].[Fe:27]>>[Cl:1][c:2]1[c:3](-[c:12]2[c:13]([F:22])[cH:14][c:15]([F:21])[c:16]([NH2:18])[cH:17]2)[n:4][n:5]([CH3:11])[c:6]1[C:7]([F:8])([F:9])[F:10]. Starting materials: ClC=1C(=NN(C1C1=CC=C(C=C1)Cl)C1=C(C=C(C=C1)Cl)Cl)C(=O)OCC (ethyl 4-chloro-5-(4-chlorophenyl)-1-(2,4-dichlorophenyl)-1H-pyrazole-3-carboxylate), NN (hydrazine). Run in C(C)O (ethyl alcohol). Reaction conditions: temperature 100 celsius. Yields the product ClC=1C(=NN(C1C1=CC=C(C=C1)Cl)C1=C(C=C(C=C1)Cl)Cl)C(=O)NN (4-chloro-5-(4-chlorophenyl)-1-(2,4-dichlorophenyl)-1H-pyrazole-3-carbohydrazide). RXN SMILES: [Cl:1][C:2]1[C:3]([C:22]([O:24]CC)=O)=[N:4][N:5]([C:14]2[CH:19]=[CH:18][C:17]([Cl:20])=[CH:16][C:15]=2[Cl:21])[C:6]=1[C:7]1[CH:12]=[CH:11][C:10]([Cl:13])=[CH:9][CH:8]=1.[NH2:27][NH2:28]>C(O)C>[Cl:1][C:2]1[C:3]([C:22]([NH:27][NH2:28])=[O:24])=[N:4][N:5]([C:14]2[CH:19]=[CH:18][C:17]([Cl:20])=[CH:16][C:15]=2[Cl:21])[C:6]=1[C:7]1[CH:12]=[CH:11][C:10]([Cl:13])=[CH:9][CH:8]=1. Procedure: A solution of ethyl 4-chloro-5-(4-chlorophenyl)-1-(2,4-dichlorophenyl)-1H-pyrazole-3-carboxylate (3.1 g, 7.2 mmol) in ethyl alcohol (30 ml) was added hydrazine (5 ml, 64% solution in water) in one portion. The reaction mixture was refluxed 100° C. for 6 hours, and then cooled down to room temperature. After volatile solvent was removed in reduced pressure, the residue was purified with silica gel column (5% methanol in methylene chloride) to obtained title compound (3 g, quantitatively) as sligh... Starting materials: C([O-])([O-])=O.[K+].[K+] (potassium carbonate), C[Si](C#CC1=CC(=CC=C1)OC(F)(F)F)(C)C (trimethyl-(3-trifluoromethoxyphenylethynyl)-silane), aqueous solution, Cl (hydrochloric acid). Solvent: C(C)O (ethanol). Run at time 16 hour. Yields the product C(#C)C1=CC(=CC=C1)OC(F)(F)F (1-Ethynyl-3-trifluoromethoxybenzene). Isolated yield 82.5%. RXN SMILES: C(=O)([O-])[O-].[K+].[K+].C[Si](C)(C)[C:9]#[C:10][C:11]1[CH:16]=[CH:15][CH:14]=[C:13]([O:17][C:18]([F:21])([F:20])[F:19])[CH:12]=1.Cl>C(O)C>[C:10]([C:11]1[CH:16]=[CH:15][CH:14]=[C:13]([O:17][C:18]([F:19])([F:20])[F:21])[CH:12]=1)#[CH:9] |f:0.1.2|. Procedure: Add potassium carbonate (257 mg, 1.86 mmol) to a solution of trimethyl-(3-trifluoromethoxyphenylethynyl)-silane (960 mg, 3.72 mmol) in ethanol (15 mL) and stir for 16 h. Add a 10% aqueous solution of hydrochloric acid to neutralize the reaction mixture and then partition between water and hexanes. Separate the organic layer and concentrate with cooling to give the title compound (571.4 mg, 83%). The reactants are C1(=CC=CC=C1)CC=O (phenylacetaldehyde), C(C)(=O)O[BH-](OC(C)=O)OC(C)=O.[Na+] (sodium triacetoxyborohydride), C([O-])(O)=O.[Na+] (sodium bicarbonate), Cl.Cl.FC(C1=NC2=C(N1C1=NC(=NC(=C1)N1CCOCC1)N[C@@H]1CNCC1)C=CC=C2)F (4-[2-(difluoromethyl)-1H-benzimidazol-1-yl]-6-morpholin-4-yl-N-[(3S)-pyrrolidin-3-yl]pyrimidin-2-amine dihydrochloride). The solvent is C(C)(=O)O (acetic acid), CN(C=O)C (N,N-dimethylformamide). Run at time 8 hour. Yields the product FC(C1=NC2=C(N1C1=NC(=NC(=C1)N1CCOCC1)N[C@@H]1CN(CC1)CCC1=CC=CC=C1)C=CC=C2)F (4-[2-(difluoromethyl)-1H-benzimidazol-1-yl]-6-morpholin-4-yl-N-[(3S)-1-(2-phenylethyl)pyrrolidin-3-yl]pyrimidin-2-amine). Yield: 48.6%. RXN SMILES: Cl.Cl.[F:3][CH:4]([F:32])[C:5]1[N:9]([C:10]2[CH:15]=[C:14]([N:16]3[CH2:21][CH2:20][O:19][CH2:18][CH2:17]3)[N:13]=[C:12]([NH:22][C@H:23]3[CH2:27][CH2:26][NH:25][CH2:24]3)[N:11]=2)[C:8]2[CH:28]=[CH:29][CH:30]=[CH:31][C:7]=2[N:6]=1.[C:33]1([CH2:39][CH:40]=O)[CH:38]=[CH:37][CH:36]=[CH:35][CH:34]=1.C(O[BH-](OC(=O)C)OC(=O)C)(=O)C.[Na+].C(=O)(O)[O-].[Na+]>C(O)(=O)C.CN(C)C=O>[F:32][CH:4]([F:3])[C:5]1[N:9]([C:10]2[CH:15]=[C:14]([N:16]3[CH2:21][CH2:20][O:19][CH2:18][CH2:17]3)[N:13]=[C:12]([NH:22][C@H:23]3[CH2:27][CH2:26][N:25]([CH2:40][CH2:39][C:33]4[CH:38]=[CH:37][CH:36]=[CH:35][CH:34]=4)[CH2:24]3)[N:11]=2)[C:8]2[CH:28]=[CH:29][CH:30]=[CH:31][C:7]=2[N:6]=1 |f:0.1.2,4.5,6.7|. Procedure: To a mixture of 4-[2-(difluoromethyl)-1H-benzimidazol-1-yl]-6-morpholin-4-yl-N-[(3S)-pyrrolidin-3-yl]pyrimidin-2-amine dihydrochloride (58 mg) and N,N-dimethylformamide (1.2 mL) were added phenylacetaldehyde (21 mg), sodium triacetoxyborohydride (75 mg), and acetic acid (0.29 mL), and the mixture was stirred at room temperature overnight. To the reaction mixture was added a saturated aqueous sodium bicarbonate solution, followed by extraction with ethyl acetate. The organic layer was washed with... The reactants are O (water), C(C)C1=NN(C(=C1OC=1C=C(C#N)C=C(C1)SC)CC)CCO (3-{[3,5-Diethyl-1-(2-hydroxyethyl)-1H-pyrazol-4-yl]oxy}-5-(methylsulfanyl)benzonitrile), OOS(=O)[O-].[K+] (oxone), OOS(=O)[O-].[K+] (Oxone). Solvent: ClCCl (dichloromethane). Product: C(C)C1=NN(C(=C1OC=1C=C(C#N)C=C(C1)S(=O)C)CC)CCO (3-{[3,5-Diethyl-1-(2-hydroxyethyl)-1H-pyrazol-4-yl]oxy}-5-(methylsulfinyl)benzonitrile). As a reaction SMILES: O.[CH2:2]([C:4]1[C:8]([O:9][C:10]2[CH:11]=[C:12]([CH:15]=[C:16]([S:18][CH3:19])[CH:17]=2)[C:13]#[N:14])=[C:7]([CH2:20][CH3:21])[N:6]([CH2:22][CH2:23][OH:24])[N:5]=1)[CH3:3].[OH:25]OS([O-])=O.[K+]>ClCCl>[CH2:2]([C:4]1[C:8]([O:9][C:10]2[CH:11]=[C:12]([CH:15]=[C:16]([S:18]([CH3:19])=[O:25])[CH:17]=2)[C:13]#[N:14])=[C:7]([CH2:20][CH3:21])[N:6]([CH2:22][CH2:23][OH:24])[N:5]=1)[CH3:3] |f:2.3|. Procedure: Wet alumina was prepared by adding water (1 ml) to Brockman grade I alumina (5 g). To a stirred solution of the sulphide from Example 250 (134 mg, 0.40 mmol) in dichloromethane (2 ml) was added of wet alumina (400 mg) followed by Oxone® (123 mg, 0.4 mmol) and the mixture was heated at reflux. After 1 hour a second portion of oxone (123 mg, 0.40 mmol) was added and the mixture was heated for a further 2 hours. After cooling to room temperature the reaction mixture was filtered and the resulting s...